The task is: describe an organic reaction: reactants, conditions, products, and yield. This data is from the Open Reaction Database (ORD), a public repository of structured organic reaction records. The product is ClC=1C=C(C=CC1)N1CCN(CC1)CC1CO1 (4-(3-chlorophenyl)-1-(2,3-epoxypropyl)piperazine). As a reaction SMILES: [Cl:1][C:2]1[CH:3]=[C:4]([N:8]2[CH2:13][CH2:12][NH:11][CH2:10][CH2:9]2)[CH:5]=[CH:6][CH:7]=1.[H-].[Na+].[CH2:16]([CH:18]1[O:20][CH2:19]1)Cl>>[Cl:1][C:2]1[CH:3]=[C:4]([N:8]2[CH2:13][CH2:12][N:11]([CH2:16][CH:18]3[O:20][CH2:19]3)[CH2:10][CH2:9]2)[CH:5]=[CH:6][CH:7]=1 |f:1.2|. Run at time 30 minute. Procedure details: To a mixture of 1.50 g of 4-(3-chlorophenyl)-piperazine and 0.31 g of sodium hydride was added 2.4 ml of epichlorohydrin and the reaction mixture as stirred at room temperature for 30 minutes. After the reaction was completed, the reaction mixture was extracted with 100 ml of ethyl acetate, and the extract was washed 5 times with 100 ml of water, then dried with anhydrous magnesium sulfate. The solvent was removed by evaporation to obtain the residue which was purified by means of a silica gel c... Reactants: ClC=1C=C(C=CC1)N1CCNCC1 (4-(3-chlorophenyl)-piperazine), [H-].[Na+] (sodium hydride), C(Cl)C1CO1 (epichlorohydrin). Starting materials: O[C@H](C)[C@@H]1[C@@H]2N(C(C([C@@H]2C)=O)C(=O)OCC2=CC=C(C=C2)[N+](=O)[O-])C1=O (4-nitrobenzyl (1R,5R,6S)-6-[(1R)-1-hydroxyethyl]-1-methyl-2-oxo-1-carbapenam-3-carboxylate), P(OC1=CC=CC=C1)(OC1=CC=CC=C1)(=O)Cl (diphenyl phosphorochloridate), C(C)(C)N(CC)C(C)C (diisopropylethylamine), C(C)(C)N(CC)C(C)C (diisopropylethylamine), FC(S(=O)(=O)O)(F)F.C(N)(=O)OCCN1CCN(CC1)C(=O)[C@H]1N(C[C@H](C1)S)C(=O)OCC1=CC=C(C=C1)[N+](=O)[O-] ((2S,4S)-2-[4-(2-carbamoyloxyethyl)-1-piperazinylcarbonyl]-4-mercapto-1-(4-nitrobenzyloxycarbonyl)pyrrolidine trifluoromethanesulfonate). Run in C(C)#N (acetonitrile), C(C)#N (acetonitrile). Reaction conditions: time 1 hour. Yields the product C(N)(=O)OCCN1CCN(CC1)C(=O)[C@H]1N(C[C@H](C1)SC=1[C@@H]([C@H]2N(C1C(=O)OCC1=CC=C(C=C1)[N+](=O)[O-])C([C@@H]2[C@@H](C)O)=O)C)C(=O)OCC2=CC=C(C=C2)[N+](=O)[O-] (4-Nitrobenzyl (1R,5S,6S)-2-{(2S,4S)-2-[4-(2-carbamoyloxyethyl)-1-piperazinylcarbonyl]-1-(4-nitrobenzyloxycarbonyl)pyrrolidin-4-ylthio}-6-[(1R)-1-hydroxyethyl]-1-methyl-1-carbapen-2-em-3-carboxylate). Isolated yield 28.6%. RXN SMILES: P(Cl)(=O)(OC1C=CC=CC=1)OC1C=CC=CC=1.C(N(C(C)C)CC)(C)C.[OH:27][C@@H:28]([C@H:30]1[C:51](=[O:52])[N:32]2[CH:33]([C:38]([O:40][CH2:41][C:42]3[CH:47]=[CH:46][C:45]([N+:48]([O-:50])=[O:49])=[CH:44][CH:43]=3)=[O:39])[C:34](=O)[C@H:35]([CH3:36])[C@H:31]12)[CH3:29].FC(F)(F)S(O)(=O)=O.[C:61]([O:64][CH2:65][CH2:66][N:67]1[CH2:72][CH2:71][N:70]([C:73]([C@@H:75]2[CH2:79][C@H:78]([SH:80])[CH2:77][N:76]2[C:81]([O:83][CH2:84][C:85]2[CH:90]=[CH:89][C:88]([N+:91]([O-:93])=[O:92])=[CH:87][CH:86]=2)=[O:82])=[O:74])[CH2:69][CH2:68]1)(=[O:63])[NH2:62]>C(#N)C>[C:61]([O:64][CH2:65][CH2:66][N:67]1[CH2:68][CH2:69][N:70]([C:73]([C@@H:75]2[CH2:79][C@H:78]([S:80][C:34]3[C@H:35]([CH3:36])[C@@H:31]4[C@@H:30]([C@H:28]([OH:27])[CH3:29])[C:51](=[O:52])[N:32]4[C:33]=3[C:38]([O:40][CH2:41][C:42]3[CH:47]=[CH:46][C:45]([N+:48]([O-:50])=[O:49])=[CH:44][CH:43]=3)=[O:39])[CH2:77][N:76]2[C:81]([O:83][CH2:84][C:85]2[CH:86]=[CH:87][C:88]([N+:91]([O-:93])=[O:92])=[CH:89][CH:90]=2)=[O:82])=[O:74])[CH2:71][CH2:72]1)(=[O:63])[NH2:62] |f:3.4|. Procedure details: 91 μl of diphenyl phosphorochloridate and 77 μl of diisopropylethylamine were added dropwise, whilst ice-cooling, to a solution of 152 mg of 4-nitrobenzyl (1R,5R,6S)-6-[(1R)-1-hydroxyethyl]-1-methyl-2-oxo-1-carbapenam-3-carboxylate in 2.0 ml of anhydrous acetonitrile, and the resulting mixture was stirred at the same temperature for 1 hour. At the end of this time, 176 μl of diisopropylethylamine and a solution of 318 mg of (2S,4S)-2-[4-(2-carbamoyloxyethyl)-1-piperazinylcarbonyl]-4-mercapto-1-(... Starting materials: NC=1C=CC=C2CC(C(NC12)=O)NC(C(CC(C)C)NC(C(C)(C)NC(OC(C)(C)C)=O)=O)=O (tert-Butyl 1-(1-(8-amino-2-oxo-1,2,3,4-tetrahydroquinolin-3-ylamino)-4-methyl-1-oxopentan-2-ylamino)-2-methyl-1-oxopropan-2-ylcarbamate), Br.BrCC1=NC=CC=C1 (2-(bromomethyl)pyridine hydrobromide), [H-].[Na+] (sodium hydride). Solvent: CN(C)C=O (N,N-dimethylformaldehyde). Run at time 2 hour. Product: NC=1C=CC=C2CC(C(N(C12)CC1=NC=CC=C1)=O)NC([C@@H](CC(C)C)NC(C(C)(C)NC(OC(C)(C)C)=O)=O)=O (tert-butyl 1-((2R)-1-(8-amino-2-oxo-1-(pyridin-2-ylmethyl)-1,2,3,4-tetrahydroquinolin-3-ylamino)-4-methyl-1-oxopentan-2-ylamino)-2-methyl-1-oxopropan-2-ylcarbamate). As a reaction SMILES: [NH2:1][C:2]1[CH:3]=[CH:4][CH:5]=[C:6]2[C:11]=1[NH:10][C:9](=[O:12])[CH:8]([NH:13][C:14](=[O:34])[CH:15]([NH:20][C:21](=[O:33])[C:22]([NH:25][C:26](=[O:32])[O:27][C:28]([CH3:31])([CH3:30])[CH3:29])([CH3:24])[CH3:23])[CH2:16][CH:17]([CH3:19])[CH3:18])[CH2:7]2.Br.Br[CH2:37][C:38]1[CH:43]=[CH:42][CH:41]=[CH:40][N:39]=1.[H-].[Na+]>CN(C=O)C>[NH2:1][C:2]1[CH:3]=[CH:4][CH:5]=[C:6]2[C:11]=1[N:10]([CH2:37][C:38]1[CH:43]=[CH:42][CH:41]=[CH:40][N:39]=1)[C:9](=[O:12])[CH:8]([NH:13][C:14](=[O:34])[C@H:15]([NH:20][C:21](=[O:33])[C:22]([NH:25][C:26](=[O:32])[O:27][C:28]([CH3:31])([CH3:30])[CH3:29])([CH3:23])[CH3:24])[CH2:16][CH:17]([CH3:19])[CH3:18])[CH2:7]2 |f:1.2,3.4|. Procedure details: tert-Butyl 1-(1-(8-amino-2-oxo-1,2,3,4-tetrahydroquinolin-3-ylamino)-4-methyl-1-oxopentan-2-ylamino)-2-methyl-1-oxopropan-2-ylcarbamate (1.04 g) and 2-(bromomethyl)pyridine hydrobromide (553 mg) were sequentially added to N,N-dimethylformaldehyde (7.5 mL), and sodium hydride (174 mg) was added in two portions to the mixture under cooling on ice, followed by stirring for two hours. The resultant mixture was extracted with ethyl acetate and water, and the aqueous layer was further extracted with e... Reactants: CC1(C(C(CC1)(C)C)CO)C (2,2,5,5-Tetramethyl-1-cyclopentylmethanol), P(Br)(Br)Br (phosphorus tribromide). The solvent is C1=CC=CC=C1 (benzene), C1=CC=CC=C1 (benzene). Run at temperature 0 celsius. Product: CC1(C(C(CC1)(C)C)CBr)C (2,2,5,5-Tetramethyl-1-cyclopentylmethyl bromide). RXN SMILES: [CH3:1][C:2]1([CH3:11])[CH2:6][CH2:5][C:4]([CH3:8])([CH3:7])[CH:3]1[CH2:9]O.P(Br)(Br)[Br:13]>C1C=CC=CC=1>[CH3:1][C:2]1([CH3:11])[CH2:6][CH2:5][C:4]([CH3:8])([CH3:7])[CH:3]1[CH2:9][Br:13]. Procedure: 2,2,5,5-Tetramethyl-1-cyclopentylmethanol is dissolved in benzene and stirred at 0° C. under argon. A solution of phosphorus tribromide in benzene is added and the mixture is stirred for 2 hours and then heated to 60° C. for 4 hours. The mixture is cooled, poured into ice and extracted with ether. The organic layer is washed with saturated NaHCO3, dried over MgSO4 and evaporated to yield 2,2,5,5-Tetramethyl-1-cyclopentylmethyl bromide.